From a dataset of the Open Reaction Database (ORD), a public repository of structured organic reaction records. describe an organic reaction: reactants, conditions, products, and yield Reactants: N(=[N+]=[N-])C1CN(C1)C(C1=CC=CC=C1)C1=CC=CC=C1 (3-Azido-1-benzhydryl-azetidine), C1(=CC=CC=C1)P(C1=CC=CC=C1)C1=CC=CC=C1 (triphenylphosphine). Solvent: O (water). The product is C(C1=CC=CC=C1)(C1=CC=CC=C1)N1CC(C1)N (1-Benzhydryl-azetidin-3-ylamine). As a reaction SMILES: [N:1]([CH:4]1[CH2:7][N:6]([CH:8]([C:15]2[CH:20]=[CH:19][CH:18]=[CH:17][CH:16]=2)[C:9]2[CH:14]=[CH:13][CH:12]=[CH:11][CH:10]=2)[CH2:5]1)=[N+]=[N-].C1(P(C2C=CC=CC=2)C2C=CC=CC=2)C=CC=CC=1>O>[CH:8]([N:6]1[CH2:7][CH:4]([NH2:1])[CH2:5]1)([C:15]1[CH:20]=[CH:19][CH:18]=[CH:17][CH:16]=1)[C:9]1[CH:10]=[CH:11][CH:12]=[CH:13][CH:14]=1. Reported procedure: A solution of 10 (5.7 g, 21.6 mmol), triphenylphosphine (11.3 g, 43 mmol) and water (5 ml) was heated to reflux for 24 hours. After cooling to room temperature the solvent was removed in vacuo and the residue purified by chromatography on silica gel (90:9:1 CHCl3:MeOH:NH4OH). The reactants are BrC=1C(=NC=C(C1)[N+](=O)[O-])Cl (3-bromo-2-chloro-5-nitropyridine), C(C)(=O)O (acetic acid). Reagents/catalysts: [Fe] (iron), [Fe] (iron). Solvent: O (water). Run at time 4 hour. Product: BrC=1C=C(C=NC1Cl)N (5-bromo-6-chloropyridin-3-amine). Reaction SMILES: [Br:1][C:2]1[C:3]([Cl:11])=[N:4][CH:5]=[C:6]([N+:8]([O-])=O)[CH:7]=1.C(O)(=O)C>O.[Fe]>[Br:1][C:2]1[CH:7]=[C:6]([NH2:8])[CH:5]=[N:4][C:3]=1[Cl:11]. Reported procedure: To a stirred mixture of 3-bromo-2-chloro-5-nitropyridine (10.00 g, 42.1 mmol) and acetic acid (12.16 mL, 211 mmol) in water (100 mL) at 0° C. was added iron (11.76 g, 211 mmol, powder −325 mesh). The mixture was warmed to room temperature and stirred for 4 h. The reaction mixture was filtered and washed with water. The filtrate was then extracted with EtOAc. The filter cake was then washed with EtOAc, and the resulting filtrate was combined with the previous organic layer from the aqueous extrac... The reactants are BrC1CC1 (bromocyclopropane), [N+](=O)([O-])C1=C(C=CC=C1)O (o-nitrophenol). Product: C1(CC1)OC1=C(C=CC=C1)[N+](=O)[O-] (2-cyclopropoxynitrobenzene). Reaction SMILES: Br[CH:2]1[CH2:4][CH2:3]1.[N+:5]([C:8]1[CH:13]=[CH:12][CH:11]=[CH:10][C:9]=1[OH:14])([O-:7])=[O:6]>>[CH:2]1([O:14][C:9]2[CH:10]=[CH:11][CH:12]=[CH:13][C:8]=2[N+:5]([O-:7])=[O:6])[CH2:4][CH2:3]1. Procedure details: In a similar manner as in Example 1, bromocyclopropane was reacted with o-nitrophenol to yield 2-cyclopropoxynitrobenzene; which was reduced to the corresponding aniline; reacted with N-methylolpyrrolidone to form the corresponding N-methylenepyrrolidonyl derivative; and acetylated with chloroacetyl chloride to form the desired product. Starting materials: BrC1=C(C(=O)O)C=CN=C1 (3-bromoisonicotinic acid), N1CCCC1 (pyrrolidine), C(CCl)Cl (EDC), C=1C=CC2=C(C1)N=NN2O (HOBt). Solvent: C([O-])(O)=O.[Na+] (sodium bicarbonate), CN(C)C=O (DMF). Conditions: time 3 hour. Yields the product BrC=1C=NC=CC1C(=O)N1CCCC1 ((3-Bromopyridin-4-yl)(pyrrolidin-1-yl)methanone). Isolated yield 68.7%. As a reaction SMILES: [Br:1][C:2]1[CH:10]=[N:9][CH:8]=[CH:7][C:3]=1[C:4]([OH:6])=O.[NH:11]1[CH2:15][CH2:14][CH2:13][CH2:12]1.C(Cl)CCl.C1C=CC2N(O)N=NC=2C=1>CN(C=O)C.C(=O)(O)[O-].[Na+]>[Br:1][C:2]1[CH:10]=[N:9][CH:8]=[CH:7][C:3]=1[C:4]([N:11]1[CH2:15][CH2:14][CH2:13][CH2:12]1)=[O:6] |f:5.6|. Procedure details: To a solution of 3-bromoisonicotinic acid (0.250 g, 1.238 mmol) in DMF (1.5 mL) was added pyrrolidine (0.097 g, 1.361 mmol), EDC (0.285 g, 1.485 mmol), and HOBt (0.227 g, 1.485 mmol) resulting in a homogenous solution. After stirring at room temperature 3 hours, the reaction mixture was dissolved in a saturated aqueous solution of sodium bicarbonate (20 mL) and extracted with EtOAc (2×20 mL). The combined organics were washed with brine, dried over anhydrous sodium sulfate, and concentrated unde... Reactants: CC(C)(C)OC(=O)n1c(NCC2CCN(Cc3ccc(Cl)c(Cl)c3)CC2)nc2c(N)cccc21, CO, Cl, C1COCCO1. Yields the product Nc1cccc2[nH]c(NCC3CCN(Cc4ccc(Cl)c(Cl)c4)CC3)nc12. As a reaction SMILES: [C:1]([O:2][C:3](=[O:4])[n:8]1[c:9]([NH:18][CH2:19][CH:20]2[CH2:21][CH2:22][N:23]([CH2:26][c:27]3[cH:28][c:29]([Cl:34])[c:30]([Cl:33])[cH:31][cH:32]3)[CH2:24][CH2:25]2)[n:10][c:11]2[c:12]1[cH:13][cH:14][cH:15][c:16]2[NH2:17])([CH3:5])([CH3:6])[CH3:7].[CH3:42][OH:43].[ClH:41].[O:35]1[CH2:36][CH2:37][O:38][CH2:39][CH2:40]1>>[nH:8]1[c:9]([NH:18][CH2:19][CH:20]2[CH2:21][CH2:22][N:23]([CH2:26][c:27]3[cH:28][c:29]([Cl:34])[c:30]([Cl:33])[cH:31][cH:32]3)[CH2:24][CH2:25]2)[n:10][c:11]2[c:12]1[cH:13][cH:14][cH:15][c:16]2[NH2:17]. Starting materials: ClC=1N=C(SC1)C(C=1NC(=C2C1N(C(N(C2=O)C)=O)C)C2=CC=CC=C2)O (7-((4-Chlorothiazol-2-yl)(hydroxy)methyl)-1,3-dimethyl-5-phenyl-1H-pyrrolo[3,4-d]pyrimidine-2,4(3H,6H)-dione), FC=1C=C(C=CC1)C=1NC(=C2N(C(N(C(C21)=O)C)=O)C)C=O (5-(3-fluorophenyl)-1,3-dimethyl-2,4-dioxo-2,3,4,6-tetrahydro-1H-pyrrolo[3,4-d]pyrimidine-7-carbaldehyde), C(#N)C=1C=C(C=CC1)C=1N(C=C2N(C(N(C(C21)=O)C)=O)C)CCC(=O)N(C)OC (3-(5-(3-Cyanophenyl)-1,3-dimethyl-2,4-dioxo-3,4-dihydro-1H-pyrrolo[3,4-d]pyrimidin-6(2H)-yl)-N-methoxy-N-methylpropanamide), C(#N)C=1C=C(C=CC1)C=1N(C=C2N(C(N(C(C21)=O)C)=O)C)CCC(=O)N(C)OC (3-(5-(3-Cyanophenyl)-1,3-dimethyl-2,4-dioxo-3,4-dihydro-1H-pyrrolo[3,4-d]pyrimidin-6(2H)-yl)-N-methoxy-N-methylpropanamide). Product: ClC=1N=C(SC1)C(C=1NC(=C2C1N(C(N(C2=O)C)=O)C)C2=CC(=CC=C2)F)O (7-((4-Chlorothiazol-2-yl)(hydroxy)methyl)-5-(3-fluorophenyl)-1,3-dimethyl-1H-pyrrolo[3,4-d]pyrimidine-2,4(3H,6H)-dione). As a reaction SMILES: [Cl:1][C:2]1[N:3]=[C:4]([CH:7]([OH:27])[C:8]2[NH:9][C:10]([C:21]3[CH:26]=[CH:25][CH:24]=[CH:23][CH:22]=3)=[C:11]3[C:16](=[O:17])[N:15]([CH3:18])[C:14](=[O:19])[N:13]([CH3:20])[C:12]=23)[S:5][CH:6]=1.[F:28]C1C=C(C2NC(C=O)=C3C=2C(=O)N(C)C(=O)N3C)C=CC=1.C(C1C=C(C2N(CCC(N(OC)C)=O)C=C3C=2C(=O)N(C)C(=O)N3C)C=CC=1)#N>>[Cl:1][C:2]1[N:3]=[C:4]([CH:7]([OH:27])[C:8]2[NH:9][C:10]([C:21]3[CH:22]=[CH:23][CH:24]=[C:25]([F:28])[CH:26]=3)=[C:11]3[C:16](=[O:17])[N:15]([CH3:18])[C:14](=[O:19])[N:13]([CH3:20])[C:12]=23)[S:5][CH:6]=1. Procedure details: The title compound was prepared by an analogous method to 7-((4-chlorothiazol-2-yl)(hydroxy)methyl)-1,3-dimethyl-5-phenyl-1H-pyrrolo[3,4-d]pyrimidine-2,4(3H,6H)-dione (Example 21 Step 1) from 5-(3-fluorophenyl)-1,3-dimethyl-2,4-dioxo-2,3,4,6-tetrahydro-1H-pyrrolo[3,4-d]pyrimidine-7-carbaldehyde (Intermediate Nc) and 2-bromo-4-chlorothiazole (Intermediate Q, step 2); Reactants: C(C1=CC=CC=C1)[C@H](CNCC1=CC=CC=C1)NC(OC(C)(C)C)=O (tert-butyl (1R)-1-benzyl-2-(benzylamino)ethylcarbamate). The reagents and catalysts are [OH-].[OH-].[Pd+2] (Pd(OH)2/C). The solvent is CO (methanol). Run at time 3.25 hour. Yields the product NC[C@@H](CC1=CC=CC=C1)NC(OC(C)(C)C)=O (tert-butyl (1R)-2-amino-1-benzylethylcarbamate). Yield: 99.3%. As a reaction SMILES: [CH2:1]([C@@H:8]([NH:18][C:19](=[O:25])[O:20][C:21]([CH3:24])([CH3:23])[CH3:22])[CH2:9][NH:10]CC1C=CC=CC=1)[C:2]1[CH:7]=[CH:6][CH:5]=[CH:4][CH:3]=1>CO.[OH-].[OH-].[Pd+2]>[NH2:10][CH2:9][C@H:8]([NH:18][C:19](=[O:25])[O:20][C:21]([CH3:23])([CH3:22])[CH3:24])[CH2:1][C:2]1[CH:7]=[CH:6][CH:5]=[CH:4][CH:3]=1 |f:2.3.4|. Procedure details: The product from Example 70B (3.36 g, 9.9 mmol) in methanol (10 mL) was treated with 20% Pd(OH)2/C (wet) (335 mg) under a hydrogen atmosphere (4 atmospheres) at 50° C. After 3.25 hours, the solution was filtered and the filtrate was concentrated. The residue was dried under reduced pressure to provide the title compound as a white solid (2.46 g). 1H NMR (DMSO-d6) δ 7.32-7.12 (m, 5H), 6.54 (d, 1H), 3.53 (m, 1H), 2.79-2.69 (dd, 2H), 2.66-2.50 (m, 4H), 1.31 (s, 9H); MS (ESI+) m/z 251 (M+H)+. Product: CS(=O)(=O)OC1CC(c2csc(COC(N)=O)n2)N(C(=O)OCc2ccc([N+](=O)[O-])cc2)C1. Reactants: CC#N, O=C=NS(=O)(=O)Cl, O, CS(=O)(=O)OC1CC(c2csc(CO)n2)N(C(=O)OCc2ccc([N+](=O)[O-])cc2)C1. Reaction SMILES: [CH3:39][C:40]#[N:41].[Cl:31][S:32](=[O:33])(=[O:34])[N:35]=[C:36]=[O:37].[OH2:38].[OH:1][CH2:2][c:3]1[s:4][cH:5][c:6]([CH:8]2[N:9]([C:18](=[O:19])[O:20][CH2:21][c:22]3[cH:23][cH:24][c:25]([N+:28](=[O:29])[O-:30])[cH:26][cH:27]3)[CH2:10][CH:11]([O:13][S:14](=[O:15])(=[O:16])[CH3:17])[CH2:12]2)[n:7]1>>[O:1]([CH2:2][c:3]1[s:4][cH:5][c:6]([CH:8]2[N:9]([C:18](=[O:19])[O:20][CH2:21][c:22]3[cH:23][cH:24][c:25]([N+:28](=[O:29])[O-:30])[cH:26][cH:27]3)[CH2:10][CH:11]([O:13][S:14](=[O:15])(=[O:16])[CH3:17])[CH2:12]2)[n:7]1)[C:36]([NH2:35])=[O:37]. Reactants: CO, COc1cc2c(Oc3ccc4[nH]c(C)cc4c3)ncnc2cc1OCCN1CCNCC1, O=C(Cl)CCl, ClCCl. Yields the product COc1cc2c(Oc3ccc4[nH]c(C)cc4c3)ncnc2cc1OCCN1CCN(C(=O)CCl)CC1. RXN SMILES: [CH3:38][OH:39].[CH3:6][O:7][c:8]1[cH:9][c:10]2[c:11]([O:27][c:28]3[cH:29][c:30]4[cH:31][c:32]([CH3:37])[nH:33][c:34]4[cH:35][cH:36]3)[n:12][cH:13][n:14][c:15]2[cH:16][c:17]1[O:18][CH2:19][CH2:20][N:21]1[CH2:22][CH2:23][NH:24][CH2:25][CH2:26]1.[Cl:1][CH2:2][C:3](=[O:4])[Cl:5].[Cl:40][CH2:41][Cl:42]>>[Cl:1][CH2:2][C:3](=[O:4])[N:24]1[CH2:23][CH2:22][N:21]([CH2:20][CH2:19][O:18][c:17]2[c:8]([O:7][CH3:6])[cH:9][c:10]3[c:11]([O:27][c:28]4[cH:29][c:30]5[cH:31][c:32]([CH3:37])[nH:33][c:34]5[cH:35][cH:36]4)[n:12][cH:13][n:14][c:15]3[cH:16]2)[CH2:26][CH2:25]1.